From a dataset of the Open Reaction Database (ORD), a public repository of structured organic reaction records. describe an organic reaction: reactants, conditions, products, and yield Reaction SMILES: [CH2:39]([OH:40])[CH3:41].[CH2:42]1[O:43][CH2:44][CH2:45][CH2:46]1.[CH3:1][O:2][C:3]([CH:4]([CH2:5][CH:6]([CH3:7])[CH:8]1[CH2:9][CH:10]=[C:11]2[C:12]3=[C:22]([C:20]4([CH3:21])[CH:15]([CH2:14][CH2:13]3)[C:16]([CH3:31])([CH3:32])[CH:17]([C:27]([CH3:28])([CH3:29])[CH3:30])[CH2:18][CH2:19]4)[CH2:23][CH2:24][C:25]12[CH3:26])[O:33][SiH:34]([CH3:35])[CH3:36])=[O:37].[CH3:47][CH2:48][OH:49].[Na+:51].[OH-:50].[OH2:38]>>[O:2]=[C:3]([CH:4]([CH2:5][CH:6]([CH3:7])[CH:8]1[CH2:9][CH:10]=[C:11]2[C:12]3=[C:22]([C:20]4([CH3:21])[CH:15]([CH2:14][CH2:13]3)[C:16]([CH3:31])([CH3:32])[CH:17]([C:27]([CH3:28])([CH3:29])[CH3:30])[CH2:18][CH2:19]4)[CH2:23][CH2:24][C:25]12[CH3:26])[O:33][SiH:34]([CH3:35])[CH3:36])[OH:37]. The product is CC(CC(O[SiH](C)C)C(=O)O)C1CC=C2C3=C(CCC21C)C1(C)CCC(C(C)(C)C)C(C)(C)C1CC3. Reactants: CCO, C1CCOC1, COC(=O)C(CC(C)C1CC=C2C3=C(CCC21C)C1(C)CCC(C(C)(C)C)C(C)(C)C1CC3)O[SiH](C)C, CCO, [Na+], [OH-], O.